Dataset: the Open Reaction Database (ORD), a public repository of structured organic reaction records. Task: describe an organic reaction: reactants, conditions, products, and yield The reactants are CC=1C(=CN(C1)C1=CC=CC=C1)C(=O)OC (methyl 4-methyl-1-phenyl-1H-pyrrole-3-carboxylate), IN1C(CCC1=O)=O (N-iodosuccinimide), C1(=CC=CC=C1)S (thiophenol), S(=S)(=O)([O-])[O-].[Na+].[Na+] (sodium thiosulfate). Solvent: O1CCCC1 (tetrahydrofuran). Reaction conditions: time 2 day. Yields the product CC=1C(=CN(C1SC1=CC=CC=C1)C1=CC=CC=C1)C(=O)OC (Methyl 4-methyl-1-phenyl-5-(phenylthio)-1H-pyrrole-3-carboxylate). The yield is 100.0%. RXN SMILES: [CH3:1][C:2]1[C:3]([C:13]([O:15][CH3:16])=[O:14])=[CH:4][N:5]([C:7]2[CH:12]=[CH:11][CH:10]=[CH:9][CH:8]=2)[CH:6]=1.IN1C(=O)CCC1=O.[C:25]1([SH:31])[CH:30]=[CH:29][CH:28]=[CH:27][CH:26]=1.S([O-])([O-])(=O)=S.[Na+].[Na+]>O1CCCC1>[CH3:1][C:2]1[C:3]([C:13]([O:15][CH3:16])=[O:14])=[CH:4][N:5]([C:7]2[CH:12]=[CH:11][CH:10]=[CH:9][CH:8]=2)[C:6]=1[S:31][C:25]1[CH:30]=[CH:29][CH:28]=[CH:27][CH:26]=1 |f:3.4.5|. Reported procedure: To a solution of methyl 4-methyl-1-phenyl-1H-pyrrole-3-carboxylate (540 mg) in tetrahydrofuran (10 mL) were added N-iodosuccinimide (677 mg) and thiophenol (0.257 mL), and the mixture was stirred at room temperature for 2 days. Saturated aqueous sodium thiosulfate solution (10 mL) was added to the reaction mixture, and the mixture was extracted with ethyl acetate. The extract was washed with saturated brine, dried over anhydrous sodium sulfate, and concentrated under reduced pressure to give the...